From a dataset of the Open Reaction Database (ORD), a public repository of structured organic reaction records. describe an organic reaction: reactants, conditions, products, and yield The reactants are O=C(NCCCl)N(CC1CC1)C1OC(CO)C(O)C1O, O=N[O-], [Na+]. Product: O=NN(CCCl)C(=O)N(CC1CC1)C1OC(CO)C(O)C1O. Reaction SMILES: [Cl:1][CH2:2][CH2:3][NH:4][C:5](=[O:6])[N:7]([CH:8]1[CH:9]([OH:10])[CH:11]([OH:12])[CH:13]([CH2:15][OH:16])[O:14]1)[CH2:17][CH:18]1[CH2:19][CH2:20]1.[N:21](=[O:22])[O-:23].[Na+:24]>>[Cl:1][CH2:2][CH2:3][N:4]([C:5](=[O:6])[N:7]([CH:8]1[CH:9]([OH:10])[CH:11]([OH:12])[CH:13]([CH2:15][OH:16])[O:14]1)[CH2:17][CH:18]1[CH2:19][CH2:20]1)[N:21]=[O:22].